From a dataset of the Open Reaction Database (ORD), a public repository of structured organic reaction records. describe an organic reaction: reactants, conditions, products, and yield Reactants: O1C2(OCC1)CC1OC1CC2 (spiro[7-oxabicyclo[4.1.0]-heptane-3,2'-[1,3]-dioxolane]), CNC (dimethylamine), [OH-].[Na+] (NaOH). Product: CN([C@@H]1CC2(OCCO2)CC[C@H]1O)C (trans-7-(Dimethylamino)-1,4-dioxaspiro[4.5]decan-8-ol). Reaction SMILES: [O:1]1[CH2:5][CH2:4][O:3][C:2]21[CH2:11][CH2:10][CH:9]1[CH:7]([O:8]1)[CH2:6]2.[CH3:12][NH:13][CH3:14].[OH-].[Na+]>>[CH3:12][N:13]([CH3:14])[C@H:7]1[C@H:9]([OH:8])[CH2:10][CH2:11][C:2]2([O:3][CH2:4][CH2:5][O:1]2)[CH2:6]1 |f:2.3|. Procedure: A mixture of 25.0 g (0.16 mol) of spiro[7-oxabicyclo[4.1.0]-heptane-3,2'-[1,3]-dioxolane] from Example 1, Part D, and 87.0 ml (0.05 mol) of of 40% aqueous dimethylamine was heated in an oil bath at 90° for four hours. The reaction mixture was cooled to 0° and treated with NaOH pellets until two phases separated. Methylene chloride (CH2Cl2) was added, the phases were separated, the aqueous phase was extracted twice with CH2Cl2, the combined organic phases were dried (MgSO4) and the solvent remove... Yields the product Nc1ccc2c(c1)oc1ccccc12. Starting materials: CCO, O=[N+]([O-])c1ccc2c(c1)oc1ccccc12. RXN SMILES: [CH3:17][CH2:18][OH:19].[N+:1]([O-:2])(=[O:3])[c:4]1[cH:5][cH:6][c:7]2[c:8]([o:9][c:10]3[c:11]2[cH:12][cH:13][cH:14][cH:15]3)[cH:16]1>>[NH2:1][c:4]1[cH:5][cH:6][c:7]2[c:8]([o:9][c:10]3[c:11]2[cH:12][cH:13][cH:14][cH:15]3)[cH:16]1. The product is C(C=CCCCCCCCCCCC)(=O)O (2-tetradecenoic acid). The reactants are C(CCC=CCCCCCCCCC)(=O)O (4-tetradecenoic acid), C(CCCC=CCCCCCCCC)(=O)O (5-tetradecenoic acid). Procedure details: 4-tetradecenoic acid; 5-tetradecenoic acid; RXN SMILES: [C:1]([OH:16])(=[O:15])[CH2:2][CH2:3][CH:4]=[CH:5][CH2:6][CH2:7][CH2:8][CH2:9][CH2:10][CH2:11][CH2:12][CH2:13][CH3:14].C(O)(=O)CCCC=CCCCCCCCC>>[C:1]([OH:16])(=[O:15])[CH:2]=[CH:3][CH2:4][CH2:5][CH2:6][CH2:7][CH2:8][CH2:9][CH2:10][CH2:11][CH2:12][CH2:13][CH3:14]. The reactants are C1(CCCCC1)N=C=NC1CCCCC1 (dicyclohexyl carbodiimide), C(=O)(OC(C)(C)C)N[C@@H](CO)C(=O)O (N-BOC-L-Serine), NC1=CC=C2C(=CC(OC2=C1)=O)C (7-Amino-4-methylcoumarin), OC1=CC=CC=2NN=NC21 (hydroxybenztriazole), C(=O)(NC1CCCCC1)NC1CCCCC1 (dicyclohexylurea). Run in C(Cl)Cl (methylene chloride), C(Cl)Cl (methylene chloride). Conditions: time 30 minute. The product is C(C)(C)(C)OC(=O)NC(C(=O)NC1=CC=C2C(=CC(OC2=C1)=O)C)CO (2-((tert-butoxy)carbonylamino)-3-hydroxy-N-(4-methyl-2-oxo(2H-chromen-7-yl))propanamide). As a reaction SMILES: [C:1]([NH:8][C@H:9]([C:12]([OH:14])=O)[CH2:10][OH:11])([O:3][C:4]([CH3:7])([CH3:6])[CH3:5])=[O:2].[NH2:15][C:16]1[CH:25]=[C:24]2[C:19]([C:20]([CH3:27])=[CH:21][C:22](=[O:26])[O:23]2)=[CH:18][CH:17]=1.OC1C2N=NNC=2C=CC=1.C1(N=C=NC2CCCCC2)CCCCC1.C(NC1CCCCC1)(NC1CCCCC1)=O>C(Cl)Cl>[C:4]([O:3][C:1]([NH:8][CH:9]([CH2:10][OH:11])[C:12]([NH:15][C:16]1[CH:25]=[C:24]2[C:19]([C:20]([CH3:27])=[CH:21][C:22](=[O:26])[O:23]2)=[CH:18][CH:17]=1)=[O:14])=[O:2])([CH3:5])([CH3:6])[CH3:7]. Reported procedure: Briefly, 1.1 mmol N-BOC-L-Serine (Fluka) is dissolved in 2 ml methylene chloride. Then 1.1 mmol 7-Amino-4-methylcoumarin and 1.2 mmol hydroxybenztriazole are added with stirring. Over a period of 30 minutes, a solution of 1.3 mmol dicyclohexyl carbodiimide in 1.4 ml methylene chloride is added dropwise. The reaction is stirred at room temperature for 20 hours, during which time a precipitate of dicyclohexylurea forms. The precipitate is removed by filtration and washed with methylene chloride. T... Reactants: NC1=C(C#N)C(=CC(=N1)C1=C(C=CC=C1)OCC1=CC=C(C=C1)OC)C1=CC(=C(C=C1)[N+](=O)[O-])OCCN1CCCCC1 (2-amino-6-{2-[(4-methoxybenzyl)-oxy]phenyl}-4-{4-nitro-3-[2-(1-piperidinyl)ethoxy]-phenyl}-nicotinonitrile), Cl[Sn]Cl (SnCl2). Solvent: CN(C)C=O (DMF). Reaction conditions: time 8 hour. The product is NC1=C(C#N)C(=CC(=N1)C1=C(C=CC=C1)OCC1=CC=C(C=C1)OC)C1=CC(=C(C=C1)N)OCCN1CCCCC1 (2-amino-4-{4-amino-3-[2-(1-piperidinyl)ethoxy]phenyl}-6-{2-[(4-methoxybenzyl)oxy]-phenyl}nicotinonitrile). RXN SMILES: [NH2:1][C:2]1[N:9]=[C:8]([C:10]2[CH:15]=[CH:14][CH:13]=[CH:12][C:11]=2[O:16][CH2:17][C:18]2[CH:23]=[CH:22][C:21]([O:24][CH3:25])=[CH:20][CH:19]=2)[CH:7]=[C:6]([C:26]2[CH:31]=[CH:30][C:29]([N+:32]([O-])=O)=[C:28]([O:35][CH2:36][CH2:37][N:38]3[CH2:43][CH2:42][CH2:41][CH2:40][CH2:39]3)[CH:27]=2)[C:3]=1[C:4]#[N:5].Cl[Sn]Cl>CN(C=O)C>[NH2:1][C:2]1[N:9]=[C:8]([C:10]2[CH:15]=[CH:14][CH:13]=[CH:12][C:11]=2[O:16][CH2:17][C:18]2[CH:23]=[CH:22][C:21]([O:24][CH3:25])=[CH:20][CH:19]=2)[CH:7]=[C:6]([C:26]2[CH:31]=[CH:30][C:29]([NH2:32])=[C:28]([O:35][CH2:36][CH2:37][N:38]3[CH2:43][CH2:42][CH2:41][CH2:40][CH2:39]3)[CH:27]=2)[C:3]=1[C:4]#[N:5]. Procedure details: A mixture of 2-amino-6-{2-[(4-methoxybenzyl)-oxy]phenyl}-4-{4-nitro-3-[2-(1-piperidinyl)ethoxy]-phenyl}-nicotinonitrile, SnCl2 and DMF was stirred at room temperature overnight. The usual work-up and column chromatography gave 2-amino-4-{4-amino-3-[2-(1-piperidinyl)ethoxy]phenyl}-6-{2-[(4-methoxybenzyl)oxy]-phenyl}nicotinonitrile. The reactants are C(C)(=O)OCCN1C=C(C2=CC=CC=C12)C=1C(OC(C1C1=CN(C2=CC=CC=C12)C)=O)=O (3-[1-(2-acetoxyethyl)-3-indolyl]-4-(1-methyl-3-indolyl)furan-2,5-dione), CN(C)C=O (DMF). Solvent: N (ammonia). Product: OCCN1C=C(C2=CC=CC=C12)C=1C(NC(C1C1=CN(C2=CC=CC=C12)C)=O)=O (3-[1-(2-hydroxyethyl)-3-indolyl]-4-(1-methyl-3-indolyl)-1H-pyrrole-2,5-dione). Reaction SMILES: C([O:4][CH2:5][CH2:6][N:7]1[C:15]2[C:10](=[CH:11][CH:12]=[CH:13][CH:14]=2)[C:9]([C:16]2[C:17](=[O:32])[O:18][C:19](=O)[C:20]=2[C:21]2[C:29]3[C:24](=[CH:25][CH:26]=[CH:27][CH:28]=3)[N:23]([CH3:30])[CH:22]=2)=[CH:8]1)(=O)C.C[N:34](C=O)C>N>[OH:4][CH2:5][CH2:6][N:7]1[C:15]2[C:10](=[CH:11][CH:12]=[CH:13][CH:14]=2)[C:9]([C:16]2[C:17](=[O:32])[NH:34][C:19](=[O:18])[C:20]=2[C:21]2[C:29]3[C:24](=[CH:25][CH:26]=[CH:27][CH:28]=3)[N:23]([CH3:30])[CH:22]=2)=[CH:8]1. Procedure: A solution of 1.6 g of 3-[1-(2-acetoxyethyl)-3-indolyl]-4-(1-methyl-3-indolyl)furan-2,5-dione in 4 ml of DMF and 8 ml of 33% aqueous ammonia was heated to 160° C. for 4 hours. The precipitate was filtered off and dried to give 1.04 g of 3-[1-(2-hydroxyethyl)-3-indolyl]-4-(1-methyl-3-indolyl)-1H-pyrrole-2,5-dione, m.p. 250°-252° C. Starting materials: CCOC(=O)C (EtOAc), OCC1(COC2(OC1)OCC(CO2)(C)CO)C (3,9-dihydroxymethyl-3,9-dimethyl-1,5,7,11-tetraoxaspiro[5.5]undecane), N1=CC=CC=C1 (pyridine), C(C)(=O)OC(C)=O (acetic anhydride). Solvent: Hexanes. Run at time 4 hour. The product is C(C)(=O)OCC1(COC2(OC1)OCC(CO2)(C)COC(C)=O)C (3,9-Diacetoxymethyl-3,9-dimethyl-1,5,7,11-tetraoxaspiro[5.5]undecane). RXN SMILES: [OH:1][CH2:2][C:3]1([CH3:17])[CH2:8][O:7][C:6]2([O:13][CH2:12][C:11]([CH2:15][OH:16])([CH3:14])[CH2:10][O:9]2)[O:5][CH2:4]1.N1C=CC=CC=1.[C:24](OC(=O)C)(=[O:26])[CH3:25].[CH3:31][CH2:32][O:33]C(C)=O>>[C:24]([O:16][CH2:15][C:11]1([CH3:14])[CH2:10][O:9][C:6]2([O:5][CH2:4][C:3]([CH2:2][O:1][C:32](=[O:33])[CH3:31])([CH3:17])[CH2:8][O:7]2)[O:13][CH2:12]1)(=[O:26])[CH3:25]. Reported procedure: A 100 mL one-neck round-bottom flask was charged with 3,9-dihydroxymethyl-3,9-dimethyl-1,5,7,11-tetraoxaspiro[5.5]undecane prepared as in Example 2 (DHMDM-SOC, 4.6 g, 0.0185 mol) and pyridine (25 mL) under N2. After DHMDM-SOC was dissolved, acetic anhydride (26.2 mL, 0.28 mole) was added. The mixture was stirred at room temperature for 4 h. TLC (1:3 Hexanes:EtOAc) revealed the disappearance of DHMDM-SOC and a new product spot (Rf~0.6). Pyridine and unreacted acetic anhydride were removed under r...